This data is from the Open Reaction Database (ORD), a public repository of structured organic reaction records. The task is: describe an organic reaction: reactants, conditions, products, and yield Reaction SMILES: [C:33](=[O:34])([O-:35])[OH:36].[Cl:1][c:2]1[c:3]([S:9](=[O:10])(=[O:11])[O:12][c:13]2[cH:14][c:15]3[c:16]([n:17][c:18]([NH2:20])[s:19]3)[cH:21][cH:22]2)[c:4]([Cl:8])[cH:5][cH:6][cH:7]1.[Cl:23][C:24](=[O:25])[O:26][c:27]1[cH:28][cH:29][cH:30][cH:31][cH:32]1.[Na+:37].[O:38]1[CH2:39][CH2:40][CH2:41][CH2:42]1.[OH2:43]>>[Cl:1][c:2]1[c:3]([S:9](=[O:10])(=[O:11])[O:12][c:13]2[cH:14][c:15]3[c:16]([n:17][c:18]([NH:20][C:24](=[O:25])[O:26][c:27]4[cH:28][cH:29][cH:30][cH:31][cH:32]4)[s:19]3)[cH:21][cH:22]2)[c:4]([Cl:8])[cH:5][cH:6][cH:7]1. Starting materials: O=C([O-])O, Nc1nc2ccc(OS(=O)(=O)c3c(Cl)cccc3Cl)cc2s1, O=C(Cl)Oc1ccccc1, [Na+], C1CCOC1, O. Yields the product O=C(Nc1nc2ccc(OS(=O)(=O)c3c(Cl)cccc3Cl)cc2s1)Oc1ccccc1. Reactants: CCCN1CCC(O)(c2cccc(C(F)(F)F)c2F)CC1, [Na+], [OH-], O=C(O)C(F)(F)F. Yields the product CCCN1CC=C(c2cccc(C(F)(F)F)c2F)CC1. As a reaction SMILES: [F:1][c:2]1[c:3]([C:12]2([OH:21])[CH2:13][CH2:14][N:15]([CH2:18][CH2:19][CH3:20])[CH2:16][CH2:17]2)[cH:4][cH:5][cH:6][c:7]1[C:8]([F:9])([F:10])[F:11].[Na+:23].[OH-:22].[OH:24][C:25]([C:26]([F:27])([F:28])[F:29])=[O:30]>>[F:1][c:2]1[c:3]([C:12]2=[CH:13][CH2:14][N:15]([CH2:18][CH2:19][CH3:20])[CH2:16][CH2:17]2)[cH:4][cH:5][cH:6][c:7]1[C:8]([F:9])([F:10])[F:11]. Reactants: BrC=1C(=NC2=CC=C(C=C2N1)C(=O)OC)C1=CC=CC=C1 (methyl 3-bromo-2-phenylquinoxaline-6-carboxylate), N1CCOCC1 (morpholine), CCN(C(C)C)C(C)C (DIEA). The solvent is CN(C=O)C (N,N-dimethylformamide). Conditions: temperature 100 celsius, time 8 hour. Yields the product O1CCN(CC1)C=1C(=NC2=CC=C(C=C2N1)C(=O)OC)C1=CC=CC=C1 (Methyl 3-morpholino-2-phenylquinoxaline-6-carboxylate). RXN SMILES: Br[C:2]1[C:3]([C:16]2[CH:21]=[CH:20][CH:19]=[CH:18][CH:17]=2)=[N:4][C:5]2[C:10]([N:11]=1)=[CH:9][C:8]([C:12]([O:14][CH3:15])=[O:13])=[CH:7][CH:6]=2.[NH:22]1[CH2:27][CH2:26][O:25][CH2:24][CH2:23]1.CCN(C(C)C)C(C)C>CN(C)C=O>[O:25]1[CH2:26][CH2:27][N:22]([C:2]2[C:3]([C:16]3[CH:21]=[CH:20][CH:19]=[CH:18][CH:17]=3)=[N:4][C:5]3[C:10]([N:11]=2)=[CH:9][C:8]([C:12]([O:14][CH3:15])=[O:13])=[CH:7][CH:6]=3)[CH2:23][CH2:24]1. Procedure: Into a 8-mL sealed tube, was placed a solution of methyl 3-bromo-2-phenylquinoxaline-6-carboxylate (150 mg, 0.44 mmol, 1.00 equiv) in N,N-dimethylformamide (4 mL), morpholine (76.6 mg, 0.88 mmol, 2.00 equiv), DIEA (170.3 mg, 1.32 mmol, 3.00 equiv). The resulting solution was stirred overnight at 100° C. in an oil bath. The resulting solution was concentrated under vacuum. The residue was applied onto a silica gel column with ethyl acetate/petroleum ether (1:10). This resulted in 136.4 mg (86%) o... Starting materials: [N+](=O)([O-])C1=CC=C2CCCC(C2=C1)=O (7-nitro-1-tetralone), N#N (N2), ice, [N-]=[N+]=[N-].[Na+] (NaN3), OS(=O)(=O)O (H2SO4). Run in CC(=O)O (AcOH). Conditions: temperature 60 celsius, time 0.5 hour. Yields the product [N+](=O)([O-])C1=CC2=C(CCCC(N2)=O)C=C1 (2,3,4,5-tetrahydro-8-nitro-2-oxo-1H-1-benzazepine). The yield is 30.4%. As a reaction SMILES: [N+:1]([C:4]1[CH:13]=[C:12]2[C:7]([CH2:8][CH2:9][CH2:10][C:11]2=[O:14])=[CH:6][CH:5]=1)([O-:3])=[O:2].[N-:15]=[N+]=[N-].[Na+].OS(O)(=O)=O.N#N>CC(O)=O>[N+:1]([C:4]1[CH:5]=[CH:6][C:7]2[CH2:8][CH2:9][CH2:10][C:11](=[O:14])[NH:15][C:12]=2[CH:13]=1)([O-:3])=[O:2] |f:1.2|. Procedure: 7.87 g of 7-nitro-1-tetralone from step A were placed in 55 ml of AcOH. Next, 7.0 g of NaN3 were added and the resulting mixture was heated to 60° C. Then, 10.3 ml of conc. H2SO4 were slowly added dropwise. N2 evolution took place and the temperature rose to 90° C. The reaction mixture was held at this temperature for 1/2 hour, then cooled and poured cautiously into an ice/28% NaOH solution. The mixture was extracted thoroughly with AcOEt, washed with a small amount of water, dried and evaporate... Reactants: example 1 ( b ), CS(=O)(=O)C=1C=CC(=C(C(=O)O)C1)OC(C(F)(F)F)C (Rac-5-Methanesulfonyl-2-(2,2,2-trifluoro-1-methyl-ethoxy)-benzoic acid), Cl.N1=C(C=CC=C1)S(=O)(=O)C1=CN=C(S1)N1CCNCC1 (1-[5-(pyridine-2-sulfonyl)-thiazol-2-yl]-piperazine hydrochloride). Yields the product CS(=O)(=O)C=1C=CC(=C(C1)C(=O)N1CCN(CC1)C=1SC(=CN1)S(=O)(=O)C1=NC=CC=C1)OC(C(F)(F)F)C ([5-Methanesulfonyl-2-(2,2,2-trifluoro-1-methyl-ethoxy)-phenyl]-{4-[5-(pyridine-2-sulfonyl)-thiazol-2-yl]-piperazin-1-yl}-methanone). Yield: 68.0%. As a reaction SMILES: [CH3:1][S:2]([C:5]1[CH:6]=[CH:7][C:8]([O:14][CH:15]([CH3:20])[C:16]([F:19])([F:18])[F:17])=[C:9]([CH:13]=1)[C:10]([OH:12])=O)(=[O:4])=[O:3].Cl.[N:22]1[CH:27]=[CH:26][CH:25]=[CH:24][C:23]=1[S:28]([C:31]1[S:35][C:34]([N:36]2[CH2:41][CH2:40][NH:39][CH2:38][CH2:37]2)=[N:33][CH:32]=1)(=[O:30])=[O:29]>>[CH3:1][S:2]([C:5]1[CH:6]=[CH:7][C:8]([O:14][CH:15]([CH3:20])[C:16]([F:19])([F:18])[F:17])=[C:9]([C:10]([N:39]2[CH2:38][CH2:37][N:36]([C:34]3[S:35][C:31]([S:28]([C:23]4[CH:24]=[CH:25][CH:26]=[CH:27][N:22]=4)(=[O:30])=[O:29])=[CH:32][N:33]=3)[CH2:41][CH2:40]2)=[O:12])[CH:13]=1)(=[O:3])=[O:4] |f:1.2|. Reported procedure: Prepared in analogy to example 1 (b) from 5-methanesulfonyl-2-(2,2,2-trifluoro-1-methyl-ethoxy)-benzoic acid (Example A2) and 1-[5-(pyridine-2-sulfonyl)-thiazol-2-yl]-piperazine hydrochloride (Example 45(c)). The crude material was purified by chromatography (SiO2, ethyl acetate/heptane) followed by trituration in ether to yield the title compound as an off-white crystalline solid (yield 68%). MS (m/e): 605.0 (M+H+, 100%). The reactants are O=C(O)CCC(=O)O, CC(=O)O[BH-](OC(C)=O)OC(C)=O, C=O, [Cl-], ClCCl, COCCC1CN(C2=Nc3cc(Cl)ccc3Nc3ccc(C(C)C)cc32)CCN1, [Na+], [Na+]. The product is O=C(O)CCC(=O)O, COCCC1CN(C2=Nc3cc(Cl)ccc3Nc3ccc(C(C)C)cc32)CCN1C. Reaction SMILES: [C:1]([CH2:2][CH2:3][C:4](=[O:5])[OH:6])(=[O:7])[OH:8].[C:38]([O:39][BH-:40]([O:41][C:42](=[O:43])[CH3:44])[O:45][C:46](=[O:47])[CH3:48])(=[O:49])[CH3:50].[CH2:52]=[O:53].[Cl-:58].[Cl:54][CH2:55][Cl:56].[Cl:9][c:10]1[cH:11][cH:12][c:13]2[c:14]([cH:37]1)[N:15]=[C:16]([N:27]1[CH2:28][CH:29]([CH2:33][CH2:34][O:35][CH3:36])[NH:30][CH2:31][CH2:32]1)[c:17]1[c:18]([cH:20][cH:21][c:22]([CH:24]([CH3:25])[CH3:26])[cH:23]1)[NH:19]2.[Na+:51].[Na+:57]>>[C:1]([CH2:2][CH2:3][C:4](=[O:5])[OH:6])(=[O:7])[OH:8].[Cl:9][c:10]1[cH:11][cH:12][c:13]2[c:14]([cH:37]1)[N:15]=[C:16]([N:27]1[CH2:28][CH:29]([CH2:33][CH2:34][O:35][CH3:36])[N:30]([CH3:38])[CH2:31][CH2:32]1)[c:17]1[c:18]([cH:20][cH:21][c:22]([CH:24]([CH3:25])[CH3:26])[cH:23]1)[NH:19]2.